Dataset: the Open Reaction Database (ORD), a public repository of structured organic reaction records. Task: describe an organic reaction: reactants, conditions, products, and yield The reactants are ClC1=C2C=CC=NC2=C(C=C1)O (5-chloro-8-hydroxyquinoline), C([O-])([O-])=O.[K+].[K+] (potassium carbonate), BrCC(=O)OCCCOCC=C (3-(allyloxy)propyl bromoacetate). The solvent is CS(=O)C (dimethylsulfoxide). Product: ClC1=C2C=CC=NC2=C(C=C1)OCC(=O)OCCCOCC=C (3-(Allyloxy)propyl 5-chloroquinolin-8-oxyacetate). RXN SMILES: [Cl:1][C:2]1[CH:11]=[CH:10][C:9]([OH:12])=[C:8]2[C:3]=1[CH:4]=[CH:5][CH:6]=[N:7]2.C(=O)([O-])[O-].[K+].[K+].Br[CH2:20][C:21]([O:23][CH2:24][CH2:25][CH2:26][O:27][CH2:28][CH:29]=[CH2:30])=[O:22]>CS(C)=O>[Cl:1][C:2]1[CH:11]=[CH:10][C:9]([O:12][CH2:20][C:21]([O:23][CH2:24][CH2:25][CH2:26][O:27][CH2:28][CH:29]=[CH2:30])=[O:22])=[C:8]2[C:3]=1[CH:4]=[CH:5][CH:6]=[N:7]2 |f:1.2.3|. Reported procedure: 3.78 g (0.021 mol) of 5-chloro-8-hydroxyquinoline and 2.91 g (0.021 mol) of potassium carbonate are heated at 60° C. in 100 ml of dimethylsulfoxide (DMSO) for 30 minutes. The mixture is allowed to cool again to room temperature, 5.0 g (0.021 mol) of 3-(allyloxy)propyl bromoacetate are then added dropwise and the solution is subsequently heated at 90° C. for 4 hours. The DMSO is then distilled off in vacuo, the residue is taken up in ethyl acetate and the solution is washed with water and 5 perce... The reactants are O (water), C([O-])([O-])=O.[K+].[K+] (potassium carbonate), BrCC(=O)OCC (ethyl bromoacetate), ClC=1C(=C(C=CC1)N(CC(=O)NCC1=CC=C(C=C1)O)S(=O)(=O)C1=CC=C(C=C1)C)C (N2-(3-chloro-2-methylphenyl)-N-(4-hydroxybenzyl)-N2-[(4-methylphenyl)sulfonyl]glycinamide). Run in CN(C)C=O (DMF). Conditions: time 8 hour. The product is ClC=1C(=C(C=CC1)N(CC(=O)NCC1=CC=C(OCC(=O)OCC)C=C1)S(=O)(=O)C1=CC=C(C=C1)C)C (ethyl 4-[({N-(3-chloro-2-methylphenyl)-N-[(4-methylphenyl)sulfonyl]glycyl}amino)methyl]phenoxyacetate). The yield is 103.9%. As a reaction SMILES: [Cl:1][C:2]1[C:3]([CH3:31])=[C:4]([N:8]([S:21]([C:24]2[CH:29]=[CH:28][C:27]([CH3:30])=[CH:26][CH:25]=2)(=[O:23])=[O:22])[CH2:9][C:10]([NH:12][CH2:13][C:14]2[CH:19]=[CH:18][C:17]([OH:20])=[CH:16][CH:15]=2)=[O:11])[CH:5]=[CH:6][CH:7]=1.C(=O)([O-])[O-].[K+].[K+].Br[CH2:39][C:40]([O:42][CH2:43][CH3:44])=[O:41].O>CN(C=O)C>[Cl:1][C:2]1[C:3]([CH3:31])=[C:4]([N:8]([S:21]([C:24]2[CH:25]=[CH:26][C:27]([CH3:30])=[CH:28][CH:29]=2)(=[O:22])=[O:23])[CH2:9][C:10]([NH:12][CH2:13][C:14]2[CH:19]=[CH:18][C:17]([O:20][CH2:39][C:40]([O:42][CH2:43][CH3:44])=[O:41])=[CH:16][CH:15]=2)=[O:11])[CH:5]=[CH:6][CH:7]=1 |f:1.2.3|. Procedure details: 300 mg of N2-(3-chloro-2-methylphenyl)-N-(4-hydroxybenzyl)-N2-[(4-methylphenyl)sulfonyl]glycinamide was dissolved in 2.00 mL of DMF, and 110 mg of potassium carbonate and 133 mg of ethyl bromoacetate were added thereto, followed by stirring at room temperature overnight. To the reaction liquid was added water, followed by extraction with ethyl acetate, and the organic layer was washed with saturated brine, and then dried over anhydrous sodium sulfate. The solvent was evaporated under reduced pre...